This data is from the Open Reaction Database (ORD), a public repository of structured organic reaction records. The task is: describe an organic reaction: reactants, conditions, products, and yield The reactants are CC(C)NC(C)C, CCOC(=O)C1CCCN(CCCl)C1, [Li], C1CCOC1. Product: CCOC(=O)C12CCCN(CC1)C2. RXN SMILES: [CH:15]([NH:16][CH:17]([CH3:18])[CH3:19])([CH3:20])[CH3:21].[Cl:1][CH2:2][CH2:3][N:4]1[CH2:5][CH:6]([C:10](=[O:11])[O:12][CH2:13][CH3:14])[CH2:7][CH2:8][CH2:9]1.[Li:22].[O:23]1[CH2:24][CH2:25][CH2:26][CH2:27]1>>[CH2:2]1[CH2:3][N:4]2[CH2:5][C:6]1([C:10](=[O:11])[O:12][CH2:13][CH3:14])[CH2:7][CH2:8][CH2:9]2. Reactants: CO, ClC(Cl)Cl, CC(NC(=O)Cc1cc(F)cc(F)c1)C(=O)O, COC(=O)C(C)(C)N. Yields the product COC(=O)C(C)(C)NC(=O)C(C)NC(=O)Cc1cc(F)cc(F)c1. RXN SMILES: [CH3:30][OH:31].[Cl:26][CH:27]([Cl:28])[Cl:29].[F:1][c:2]1[cH:3][c:4]([CH2:9][C:10](=[O:11])[NH:12][CH:13]([CH3:14])[C:15](=[O:16])[OH:17])[cH:5][c:6]([F:8])[cH:7]1.[NH2:18][C:19]([C:20](=[O:21])[O:22][CH3:23])([CH3:24])[CH3:25]>>[F:1][c:2]1[cH:3][c:4]([CH2:9][C:10](=[O:11])[NH:12][CH:13]([CH3:14])[C:15](=[O:17])[NH:18][C:19]([C:20](=[O:21])[O:22][CH3:23])([CH3:24])[CH3:25])[cH:5][c:6]([F:8])[cH:7]1. Starting materials: [BH4-], CCOC(=O)CC1CCC(CN(CC)c2cccnc2C=O)CC1, CCO, [Na+], O. Yields the product CCOC(=O)CC1CCC(CN(CC)c2cccnc2CO)CC1. Reaction SMILES: [BH4-:1].[CH2:3]([CH3:4])[N:5]([c:6]1[c:7]([CH:12]=[O:13])[n:8][cH:9][cH:10][cH:11]1)[CH2:14][CH:15]1[CH2:16][CH2:17][CH:18]([CH2:21][C:22](=[O:23])[O:24][CH2:25][CH3:26])[CH2:19][CH2:20]1.[CH3:27][CH2:28][OH:29].[Na+:2].[OH2:30]>>[CH2:3]([CH3:4])[N:5]([c:6]1[c:7]([CH2:12][OH:13])[n:8][cH:9][cH:10][cH:11]1)[CH2:14][CH:15]1[CH2:16][CH2:17][CH:18]([CH2:21][C:22](=[O:23])[O:24][CH2:25][CH3:26])[CH2:19][CH2:20]1.